Dataset: the Open Reaction Database (ORD), a public repository of structured organic reaction records. Task: describe an organic reaction: reactants, conditions, products, and yield The reactants are ice water, ClC1=C(OC2=NC=CC=C2O)C=C(C(=C1)F)N1C(N(C(=CC1=O)C(F)(F)F)C)=O (2-{2-chloro-4-fluoro-5-[3-methyl-2,6-dioxo-4-(trifluoromethyl)-1,2,3,6-tetrahydropyrimidin-1-yl]phenoxy}-3-hydroxypyridine), BrCC(=O)OC (methyl bromoacetate), C([O-])([O-])=O.[K+].[K+] (potassium carbonate). Solvent: C(C)#N (acetonitrile). Reaction conditions: temperature 60 celsius, time 2 hour. The product is ClC1=C(OC2=NC=CC=C2OCC(=O)OC)C=C(C(=C1)F)N1C(N(C(=CC1=O)C(F)(F)F)C)=O (2-{2-chloro-4-fluoro-5-[3-methyl-2,6-dioxo-4-(trifluoromethyl)-1,2,3,6-tetrahydropyrimidin-1-yl]phenoxy}-3-(methoxycarbonyl)methoxypyridine). Yield: 91.1%. As a reaction SMILES: [Cl:1][C:2]1[CH:15]=[C:14]([F:16])[C:13]([N:17]2[C:22](=[O:23])[CH:21]=[C:20]([C:24]([F:27])([F:26])[F:25])[N:19]([CH3:28])[C:18]2=[O:29])=[CH:12][C:3]=1[O:4][C:5]1[C:10]([OH:11])=[CH:9][CH:8]=[CH:7][N:6]=1.Br[CH2:31][C:32]([O:34][CH3:35])=[O:33].C(=O)([O-])[O-].[K+].[K+]>C(#N)C>[Cl:1][C:2]1[CH:15]=[C:14]([F:16])[C:13]([N:17]2[C:22](=[O:23])[CH:21]=[C:20]([C:24]([F:27])([F:26])[F:25])[N:19]([CH3:28])[C:18]2=[O:29])=[CH:12][C:3]=1[O:4][C:5]1[C:10]([O:11][CH2:31][C:32]([O:34][CH3:35])=[O:33])=[CH:9][CH:8]=[CH:7][N:6]=1 |f:2.3.4|. Reported procedure: 60 mg of 2-{2-chloro-4-fluoro-5-[3-methyl-2,6-dioxo-4-(trifluoromethyl)-1,2,3,6-tetrahydropyrimidin-1-yl]phenoxy}-3-hydroxypyridine and 20 mg of methyl bromoacetate were dissolved in 2 ml of acetonitrile, to this was added 20 mg of potassium carbonate, and the mixture was stirred for 2 hours at 60° C. This reaction solution was poured into ice water, and extracted with ethyl acetate. The organic layer was washed with saturated saline, dried over anhydrous magnesium sulfate, and concentrated. The... The reactants are O (water), C1(=CC=C(C=C1)S(=O)(=O)O)C (p-toluenesulphonic acid), O (water), C(CCCCC)C1C(CCC1=O)C(=O)O (2-n-hexyl-3-oxocyclopentanecarboxylic acid), C(C)O (ethanol). The solvent is C1=CC=CC=C1 (benzene). Product: C(CCCCC)C1C(CCC1=O)C(=O)OCC (ethyl 2-n-hexyl-3-oxo-cyclopentanecarboxylate). RXN SMILES: O.[CH2:2]([CH:8]1[C:12](=[O:13])[CH2:11][CH2:10][CH:9]1[C:14]([OH:16])=[O:15])[CH2:3][CH2:4][CH2:5][CH2:6][CH3:7].[CH2:17](O)[CH3:18].C1(C)C=CC(S(O)(=O)=O)=CC=1>C1C=CC=CC=1>[CH2:2]([CH:8]1[C:12](=[O:13])[CH2:11][CH2:10][CH:9]1[C:14]([O:16][CH2:17][CH3:18])=[O:15])[CH2:3][CH2:4][CH2:5][CH2:6][CH3:7]. Reported procedure: In a 1 L flask, to which is attached a water separator under a reflux condenser, is placed a solution of 20 g of 2-n-hexyl-3-oxocyclopentanecarboxylic acid, 9.5 g of absolute ethanol and 1 g of p-toluenesulphonic acid in 500 ml of benzene. The reaction mixture is refluxed until no more water separates. The reaction mixture is then cooled and washed successively with water and sodium carbonate solution and dried over anhydrous sodium sulphate. The solvent is removed by distillation at atmospheric... The reactants are C1CCOC1, Cl, [Na+], [OH-], COC(=O)C(Cc1ccccc1)Oc1ccc2cc(-c3ccc(-c4ccccc4)[nH]3)ccc2c1. The product is O=C(O)C(Cc1ccccc1)Oc1ccc2cc(-c3ccc(-c4ccccc4)[nH]3)ccc2c1. RXN SMILES: [CH2:38]1[O:39][CH2:40][CH2:41][CH2:42]1.[ClH:37].[Na+:36].[OH-:35].[c:1]1([CH2:7][CH:8]([C:9](=[O:10])[O:11][CH3:12])[O:13][c:14]2[cH:15][c:16]3[cH:17][cH:18][c:19](-[c:24]4[nH:25][c:26](-[c:29]5[cH:30][cH:31][cH:32][cH:33][cH:34]5)[cH:27][cH:28]4)[cH:20][c:21]3[cH:22][cH:23]2)[cH:2][cH:3][cH:4][cH:5][cH:6]1>>[c:1]1([CH2:7][CH:8]([C:9](=[O:10])[OH:11])[O:13][c:14]2[cH:15][c:16]3[cH:17][cH:18][c:19](-[c:24]4[nH:25][c:26](-[c:29]5[cH:30][cH:31][cH:32][cH:33][cH:34]5)[cH:27][cH:28]4)[cH:20][c:21]3[cH:22][cH:23]2)[cH:2][cH:3][cH:4][cH:5][cH:6]1. The reactants are C1(\C=C/C(=O)O1)=O (maleic anhydride), C1(CCCCC1)N (cyclohexylamine), resultant mixture. The solvent is C1(=CC=CC=C1)C (toluene). The product is C1(CCCCC1)NC(\C=C/C(=O)O)=O (N-cyclohexyl maleinamic acid). Reaction SMILES: [C:1]1(=[O:7])[O:6][C:4](=[O:5])[CH:3]=[CH:2]1.[CH:8]1([NH2:14])[CH2:13][CH2:12][CH2:11][CH2:10][CH2:9]1>C1(C)C=CC=CC=1>[CH:8]1([NH:14][C:1](=[O:7])/[CH:2]=[CH:3]\[C:4]([OH:6])=[O:5])[CH2:13][CH2:12][CH2:11][CH2:10][CH2:9]1. Procedure: To a solution of 98 g of maleic anhydride in 500 g of toluene, 99.2 g of cyclohexylamine was added dropwise at a temperature in the range of 50° to 70° C. while in a stirred state. After the dropwise addition, the resultant mixture was stirred for two hours. Consequently N-cyclohexyl maleinamic acid was obtained. Then, the reaction solution and 14 g of methanesulfonic acid, 8.7 g of methanesulfonic acid-N-cyclohexyl maleinamate, and 15 g of N-methyl pyrrolidone added thereto were left reacting a... Starting materials: ClC1=C(C(=CC=C1)F)C(C(=O)OCC)C(=O)[O-] (ethyl 2-(2-chloro-6-fluorophenyl)malonate), NC(=S)N (thiourea), n-tributylamine, Cl (HCl), aqueous solution, [OH-].[Na+] (NaOH), CI (methyl iodide). The solvent is C1CCCCC1 (cyclohexane), C(C)O (ethanol). Run at time 30 minute. Product: ClC1=C(C(=CC=C1)F)C1C(N=C(NC1=O)SC)=O (5-(2–Chloro-6-fluorophenyl)-2-methylthio-4,6(1H,5H)-pyrimidinedione). The yield is 41.0%. RXN SMILES: [Cl:1][C:2]1[CH:7]=[CH:6][CH:5]=[C:4]([F:8])[C:3]=1[CH:9]([C:15]([O-:17])=O)[C:10](OCC)=[O:11].[NH2:18][C:19]([NH2:21])=[S:20].[OH-].[Na+].[CH3:24]I.Cl>C1CCCCC1.C(O)C>[Cl:1][C:2]1[CH:7]=[CH:6][CH:5]=[C:4]([F:8])[C:3]=1[CH:9]1[C:15](=[O:17])[NH:21][C:19]([S:20][CH3:24])=[N:18][C:10]1=[O:11] |f:2.3|. Procedure details: 60.0 g (208 mmol) of ethyl 2-(2-chloro-6-fluorophenyl)malonate and 19.0 g (249 mmol) of thiourea were heated for 2.5 hours at 150° C. in 77 g (416 mmol) of n-tributylamine. Most of the ethanol formed was distilled off. 180 ml of an aqueous solution of 24.9 g (623 mmol) of NaOH were added to the reaction mixture once it had cooled down. After the aqueous phase had been treated with 50 ml of cyclohexane and stirred for approximately 30 minutes, it was separated off, treated with 35.4 g (142 mmol) ...